This data is from the Open Reaction Database (ORD), a public repository of structured organic reaction records. The task is: describe an organic reaction: reactants, conditions, products, and yield Product: ClC=1C=C(C=C(C1OCCC(C(F)(F)F)(F)F)Cl)C=1N=C(SC1)NC(CN1C=CC=2N(C(N(C(C21)=O)C)=O)C)=O (N-{4-[3,5-Dichloro-4-(3,3,4,4,4-pentafluorobutoxy)phenyl]-1,3-thiazol-2-yl}-2-(1,3-dimethyl-2,4-dioxo-1,2,3,4-tetrahydro-5H-pyrrolo[3,2-d]pyrimidin-5-yl)acetamide), product. Run in CN(C)C=O (DMF). RXN SMILES: [CH3:1][N:2]1[C:7]2[C:8](C)=[CH:9][NH:10][C:6]=2[C:5](=[O:12])[N:4]([CH3:13])[C:3]1=[O:14].Br[CH2:16][C:17]([NH:19][C:20]1[S:21][CH:22]=[C:23]([C:25]2[CH:30]=[C:29]([Cl:31])[C:28]([O:32][CH2:33][CH2:34][C:35]([F:41])([F:40])[C:36]([F:39])([F:38])[F:37])=[C:27]([Cl:42])[CH:26]=2)[N:24]=1)=[O:18].[H-].[Na+]>CN(C=O)C>[Cl:42][C:27]1[CH:26]=[C:25]([C:23]2[N:24]=[C:20]([NH:19][C:17](=[O:18])[CH2:16][N:10]3[C:6]4[C:5](=[O:12])[N:4]([CH3:13])[C:3](=[O:14])[N:2]([CH3:1])[C:7]=4[CH:8]=[CH:9]3)[S:21][CH:22]=2)[CH:30]=[C:29]([Cl:31])[C:28]=1[O:32][CH2:33][CH2:34][C:35]([F:41])([F:40])[C:36]([F:38])([F:39])[F:37] |f:2.3|. Starting materials: [H-].[Na+] (NaH), CN1C(N(C(C2=C1C(=CN2)C)=O)C)=O (1,3,7-Trimethyl-1H-pyrrolo[3,2-d]pyrimidine-2,4(3H,5H)-dione), BrCC(=O)NC=1SC=C(N1)C1=CC(=C(C(=C1)Cl)OCCC(C(F)(F)F)(F)F)Cl (2-bromo-N-{4-[3,5-dichloro-4-(3,3,4,4,4-pentafluorobutoxy)phenyl]-1,3-thiazol-2-yl}acetamide). Reported procedure: The title compound was prepared according to the general procedure (Method A) by coupling Intermediate 1 (50 mg, 0.279 mmol) with 2-bromo-N-{4-[3,5-dichloro-4-(3,3,4,4,4-pentafluorobutoxy)phenyl]-1,3-thiazol-2-yl}acetamide (176 mg, 0.332 mmol) in the presence of NaH (16 mg, 0.666 mmol) in dry DMF (5.0 mL) to give 58 mg of the product as an off-white solid; 1H NMR (δ ppm, DMSO-d6, 300 MHz) 2.80-2.86 (m, 2H), 3.17 (s, 3H), 3.39 (s, 3H), 4.25-4.32 (m, 2H), 5.32 (s, 2H), 6.23 (s, 1H), 7.35 (s, 1H), ... The reactants are BrC=1C=C(C=CC1)C(CN1CCN(CC1)C(=O)OC(C)(C)C)C1(CCCCC1)O (tert-butyl 4-[2-(3-bromophenyl)-2-(1-hydroxycyclohexyl)ethyl]piperazine-1-carboxylate), ClC=1C=C(C=CC1Cl)B(O)O (3,4-dichlorophenyl boronic acid), aqueous solution, C([O-])([O-])=O.[Na+].[Na+] (sodium carbonate). Reagents/catalysts: C=1C=CC(=CC1)[P](C=2C=CC=CC2)(C=3C=CC=CC3)[Pd]([P](C=4C=CC=CC4)(C=5C=CC=CC5)C=6C=CC=CC6)([P](C=7C=CC=CC7)(C=8C=CC=CC8)C=9C=CC=CC9)[P](C=1C=CC=CC1)(C=1C=CC=CC1)C=1C=CC=CC1 (tetrakis(triphenylphosphine)palladium). Solvent: COCCOC (1,2-dimethoxyethane). Run at time 10 minute. Product: ClC=1C=C(C=CC1Cl)C1=CC(=CC=C1)C(CN1CCN(CC1)C(=O)OC(C)(C)C)C1(CCCCC1)O (tert-butyl 4-[2-(3′,4′-dichloro-biphenyl-3-yl)-2-(1-hydroxycyclohexyl)ethyl]piperazine-1-carboxylate). Isolated yield 66.5%. As a reaction SMILES: Br[C:2]1[CH:3]=[C:4]([CH:8]([C:23]2([OH:29])[CH2:28][CH2:27][CH2:26][CH2:25][CH2:24]2)[CH2:9][N:10]2[CH2:15][CH2:14][N:13]([C:16]([O:18][C:19]([CH3:22])([CH3:21])[CH3:20])=[O:17])[CH2:12][CH2:11]2)[CH:5]=[CH:6][CH:7]=1.[Cl:30][C:31]1[CH:32]=[C:33](B(O)O)[CH:34]=[CH:35][C:36]=1[Cl:37].C(=O)([O-])[O-].[Na+].[Na+]>COCCOC.C1C=CC([P]([Pd]([P](C2C=CC=CC=2)(C2C=CC=CC=2)C2C=CC=CC=2)([P](C2C=CC=CC=2)(C2C=CC=CC=2)C2C=CC=CC=2)[P](C2C=CC=CC=2)(C2C=CC=CC=2)C2C=CC=CC=2)(C2C=CC=CC=2)C2C=CC=CC=2)=CC=1>[Cl:30][C:31]1[CH:32]=[C:33]([C:2]2[CH:7]=[CH:6][CH:5]=[C:4]([CH:8]([C:23]3([OH:29])[CH2:28][CH2:27][CH2:26][CH2:25][CH2:24]3)[CH2:9][N:10]3[CH2:15][CH2:14][N:13]([C:16]([O:18][C:19]([CH3:20])([CH3:22])[CH3:21])=[O:17])[CH2:12][CH2:11]3)[CH:3]=2)[CH:34]=[CH:35][C:36]=1[Cl:37] |f:2.3.4,^1:56,58,77,96|. Procedure: A mixture of tert-butyl 4-[2-(3-bromophenyl)-2-(1-hydroxycyclohexyl)ethyl]piperazine-1-carboxylate (0.72 g, 1.55 mmol) and tetrakis(triphenylphosphine)palladium (37 mg, 0.032 mmol, 10 mol %) in 1,2-dimethoxyethane (30 mL) was stirred for 10 min at room temperature. To this mixture was added sequentially 3,4-dichlorophenyl boronic acid (0.44 g, 2.32 mmol) and a 2M aqueous solution of sodium carbonate (0.8 mL, 1.6 mmol, 5 equivalent), and the mixture was heated at reflux until all starting materia...